Dataset: the Open Reaction Database (ORD), a public repository of structured organic reaction records. Task: describe an organic reaction: reactants, conditions, products, and yield Starting materials: CC(=O)[O-], CO, [H][H], Nc1ccc(C(F)(F)F)nc1Cl, [Na+]. Yields the product Nc1ccc(C(F)(F)F)nc1. As a reaction SMILES: [CH3:14][C:15](=[O:16])[O-:17].[CH3:20][OH:21].[H:18][H:19].[NH2:1][c:2]1[c:3]([Cl:12])[n:4][c:5]([C:8]([F:9])([F:10])[F:11])[cH:6][cH:7]1.[Na+:13]>>[NH2:1][c:2]1[cH:3][n:4][c:5]([C:8]([F:9])([F:10])[F:11])[cH:6][cH:7]1. Reactants: BrC1=CC(CCC1)=O (3-bromocyclohex-2-enone), S1C=C(C=C1)B(O)O (3-thiophene boronic acid). Yields the product S1C=C(C=C1)C1=CC(CCC1)=O (3-Thiophen-3-yl-cyclohex-2-enone). Isolated yield 72.0%. As a reaction SMILES: Br[C:2]1[CH2:7][CH2:6][CH2:5][C:4](=[O:8])[CH:3]=1.[S:9]1[CH:13]=[CH:12][C:11](B(O)O)=[CH:10]1>>[S:9]1[CH:13]=[CH:12][C:11]([C:2]2[CH2:7][CH2:6][CH2:5][C:4](=[O:8])[CH:3]=2)=[CH:10]1. Procedure: Synthesized from 3-bromocyclohex-2-enone and 3-thiophene boronic acid according to the general procedure described for the Suzuki coupling. The product was purified by automated flash chromatography using gradient elution (0 to 50% ethyl acetate/hexanes). A yellow solid was isolated after collection of fractions and recrystallized from hexanes and ethyl acetate to give 0.086 g of colorless needles (72%). 1H NMR (CDCl3, 300 MHz): δ 2.13 (quintet, J=6.3 Hz, 2H), 2.47 (t, J=6.3 Hz, 2H), 2.76 (dd, J... Reactants: C(C1=CC=CC=C1)C=1SC(=CN1)CO ((2-benzyl-5-thiazolyl)-methanol), C1(CCCCC1)N=C=NC1CCCCC1 (dicyclohexylcarbodiimide), CC1([C@@H]([C@@H]1C=C1C(SCC1)=O)C(=O)O)C ((1R,3S) 2,2-dimethyl-3-[(dihydro-2-oxo-3-(2H)-thienylidene)-methyl]-cyclopropane-1-carboxylic acid). Reagents/catalysts: CN(C1=CC=NC=C1)C (4-dimethylamino-pyridine). Run in C(Cl)Cl (methylene chloride), C(Cl)Cl (methylene chloride). Run at temperature 20 celsius, time 17 hour. Yields the product CC1([C@@H]([C@@H]1C=C1C(SCC1)=O)C(=O)OCC1=CN=C(S1)CC1=CC=CC=C1)C ((2-benzyl -5-thiazolyl)-methyl (1R,3S) 2,2-dimethyl-3-[(dihydro-2-oxo-3-(2H)-thienylidene)-methyl]-cyclopropane-1-carboxylate). The yield is 48.3%. RXN SMILES: C1(N=C=NC2CCCCC2)CCCCC1.[CH3:16][C:17]1([CH3:30])[C@@H:19]([CH:20]=[C:21]2[CH2:25][CH2:24][S:23][C:22]2=[O:26])[C@H:18]1[C:27]([OH:29])=[O:28].[CH2:31]([C:38]1[S:39][C:40]([CH2:43]O)=[CH:41][N:42]=1)[C:32]1[CH:37]=[CH:36][CH:35]=[CH:34][CH:33]=1>CN(C)C1C=CN=CC=1.C(Cl)Cl>[CH3:16][C:17]1([CH3:30])[C@@H:19]([CH:20]=[C:21]2[CH2:25][CH2:24][S:23][C:22]2=[O:26])[C@H:18]1[C:27]([O:29][CH2:43][C:40]1[S:39][C:38]([CH2:31][C:32]2[CH:37]=[CH:36][CH:35]=[CH:34][CH:33]=2)=[N:42][CH:41]=1)=[O:28]. Procedure details: 0.1 g of 4-dimethylamino-pyridine and 0.94 g of dicyclohexylcarbodiimide were added to a solution of 1.1 g of (1R,3S) 2,2-dimethyl-3-[(dihydro-2-oxo-3-(2H)-thienylidene)-methyl]-cyclopropane-1-carboxylic acid in 10 ml of methylene chloride and then a solution of 1 g of (2-benzyl-5-thiazolyl)-methanol in 12 ml of methylene chloride was added to the mixture. The mixture was stirred for 17 hours at 20° C. and was filtered and the organic filtrate was washed with water, dried and evaporated to dryne... Starting materials: ClC1=CC=C(C=C1)C1=CC(=C(S1)C)C=1C(CCC1OC)=O (2-[5-(4-Chloro-phenyl)-2-methyl-thiophen-3-yl]-3-methoxy-cyclopent-2-enone), C(C)(C)[N-]C(C)C.[Li+] (lithium diisopropylamide), ICC1COCC1 (3-iodomethyl tetrahydrofuran). Solvent: O1CCCC1 (tetrahydrofuran), O1CCCC1 (tetrahydrofuran). Reaction conditions: temperature -78 celsius, time 30 minute. Product: ClC1=CC=C(C=C1)C1=CC(=C(S1)C)C=1C(C(CC1OC)CC1COCC1)=O (2-[5-(4-Chloro-phenyl)-2-methyl-thiophen-3-yl]-3-methoxy-5-(tetrahydro-furan-3-ylmethyl)-cyclopent-2-enone). The yield is 41.8%. RXN SMILES: [Cl:1][C:2]1[CH:7]=[CH:6][C:5]([C:8]2[S:12][C:11]([CH3:13])=[C:10]([C:14]3[C:15](=[O:21])[CH2:16][CH2:17][C:18]=3[O:19][CH3:20])[CH:9]=2)=[CH:4][CH:3]=1.C([N-]C(C)C)(C)C.[Li+].I[CH2:31][CH:32]1[CH2:36][CH2:35][O:34][CH2:33]1>O1CCCC1>[Cl:1][C:2]1[CH:7]=[CH:6][C:5]([C:8]2[S:12][C:11]([CH3:13])=[C:10]([C:14]3[C:15](=[O:21])[CH:16]([CH2:31][CH:32]4[CH2:36][CH2:35][O:34][CH2:33]4)[CH2:17][C:18]=3[O:19][CH3:20])[CH:9]=2)=[CH:4][CH:3]=1 |f:1.2|. Procedure: To a solution of 2-[5-(4-Chloro-phenyl)-2-methyl-thiophen-3-yl]-3-methoxy-cyclopent-2-enone (285 mg, 0.89 mmol) in anhydrous tetrahydrofuran (6 ml) at −78° C. under an atmosphere of nitrogen is added lithium diisopropylamide (1.8M in THF/heptanes/ethylbenzene; 0.55 ml, 1.0 mmol) dropwise over a period of 5 minutes and the reaction allowed to stir at −78° C. for 30 minutes. A solution of 3-iodomethyl tetrahydrofuran (212 mg, 1 mmol) in anhydrous tetrahydrofuran (1 ml) was then added dropwise over... The reactants are [H-].[Na+] (sodium hydride), COC(CBr)OC (bromoacetaldehyde dimethyl acetal), [Na+].[Br-] (NaBr), [H-].[Na+] (sodium hydride), C(#N)CC(=O)OC (methyl cyanoacetate). Run in CN(C=O)C (N,N-dimethylformamide), C1=CC=CC=C1 (benzene), C1=CC=CC=C1 (benzene). Conditions: temperature -10 celsius, time 60 minute. Product: C(#N)C(C(=O)OC)CC(OC)OC (methyl 2-cyano-4,4-dimethoxybutyrate). RXN SMILES: [H-].[Na+].[C:3]([CH2:5][C:6]([O:8][CH3:9])=[O:7])#[N:4].[CH3:10][O:11][CH:12]([O:15][CH3:16])[CH2:13]Br.[Na+].[Br-]>CN(C)C=O.C1C=CC=CC=1>[C:3]([CH:5]([CH2:13][CH:12]([O:15][CH3:16])[O:11][CH3:10])[C:6]([O:8][CH3:9])=[O:7])#[N:4] |f:0.1,4.5|. Procedure details: A vigorously stirred suspension of sodium hydride (36 g, 1.5 mole) in a mixture of 1400 ml of anhydrous N,N-dimethylformamide and 450 ml of anhydrous benzene was cooled to -10° C. under an argon atmosphere and methyl cyanoacetate (163.5 g, 1.65 mole) dissolved in 150 ml of anhydrous benzene was added dropwise over a period of 60 minutes. The temperature of this solution was allowed to slowly reach the room temperature and further stirred for 60 minutes until all the sodium hydride dissolved. A s...